This data is from the Open Reaction Database (ORD), a public repository of structured organic reaction records. The task is: describe an organic reaction: reactants, conditions, products, and yield Reactants: CCOC(=O)c1cn2cncc2s1, CO, N. Yields the product NC(=O)c1cn2cncc2s1. RXN SMILES: [CH2:1]([O:3][C:4](=[O:2])[c:6]1[cH:7][n:8]2[c:9]([s:10]1)[cH:11][n:12][cH:13]2)[CH3:5].[CH3:14][OH:15].[NH3:16]>>[O:3]=[C:4]([c:6]1[cH:7][n:8]2[c:9]([s:10]1)[cH:11][n:12][cH:13]2)[NH2:16]. Starting materials: ClC=1C=CC=2N(N1)C(=CN2)CC=2C=C1C=CC=NC1=CC2 (6-(6-Chloro-imidazo[1,2-b]pyridazin-3-ylmethyl)-quinoline), O1C(CCCC1)OCCN1N=CC(=C1)B1OC(C(O1)(C)C)(C)C (1-[2-(tetrahydro-pyran-2-yloxy)ethyl]-4-(4,4,5,5-tetramethyl-[1,3,2]dioxaborolan-2-yl)-1H-pyrazole), COCCOC (DME), C(=O)([O-])[O-].[K+].[K+] (K2CO3). Reagents/catalysts: Cl[Pd]([P](C1=CC=CC=C1)(C2=CC=CC=C2)C3=CC=CC=C3)([P](C4=CC=CC=C4)(C5=CC=CC=C5)C6=CC=CC=C6)Cl (Pd(PPh3)2Cl2). Run in CCOC(=O)C (EtOAc). Run at temperature 90 celsius, time 5.5 hour. Yields the product O1C(CCCC1)OCCN1N=CC(=C1)C=1C=CC=2N(N1)C(=CN2)CC=2C=C1C=CC=NC1=CC2 (6-(6-{1-[2-(tetrahydro-pyran-2-yloxy)-ethyl]-1H-pyrazol-4-yl}-imidazo[1,2-b]pyridazin-3-ylmethyl)-quinoline). The yield is 80.0%. RXN SMILES: Cl[C:2]1[CH:3]=[CH:4][C:5]2[N:6]([C:8]([CH2:11][C:12]3[CH:13]=[C:14]4[C:19](=[CH:20][CH:21]=3)[N:18]=[CH:17][CH:16]=[CH:15]4)=[CH:9][N:10]=2)[N:7]=1.[O:22]1[CH2:27][CH2:26][CH2:25][CH2:24][CH:23]1[O:28][CH2:29][CH2:30][N:31]1[CH:35]=[C:34](B2OC(C)(C)C(C)(C)O2)[CH:33]=[N:32]1.COCCOC.C([O-])([O-])=O.[K+].[K+]>Cl[Pd](Cl)([P](C1C=CC=CC=1)(C1C=CC=CC=1)C1C=CC=CC=1)[P](C1C=CC=CC=1)(C1C=CC=CC=1)C1C=CC=CC=1.CCOC(C)=O>[O:22]1[CH2:27][CH2:26][CH2:25][CH2:24][CH:23]1[O:28][CH2:29][CH2:30][N:31]1[CH:35]=[C:34]([C:2]2[CH:3]=[CH:4][C:5]3[N:6]([C:8]([CH2:11][C:12]4[CH:13]=[C:14]5[C:19](=[CH:20][CH:21]=4)[N:18]=[CH:17][CH:16]=[CH:15]5)=[CH:9][N:10]=3)[N:7]=2)[CH:33]=[N:32]1 |f:3.4.5,^1:59,78|. Procedure details: 6-(6-Chloro-imidazo[1,2-b]pyridazin-3-ylmethyl)-quinoline (Example 14, 500 mg, 1.679 mmol) was introduced in a microwave reactor together with 1-[2-(tetrahydro-pyran-2-yloxy)ethyl]-4-(4,4,5,5-tetramethyl-[1,3,2]dioxaborolan-2-yl)-1H-pyrazole (Stage 171.4, 812 mg, 2.52 mmol) and DME (10 mL). The solution was degassed with argon before adding Pd(PPh3)2Cl2 (36 mg, 0.051 mmol) and 2 M K2CO3 (2.267 mL, 4.53 mmol). The mixture was stirred at 90° C. for 5.5 h. The RM was taken up with EtOAc and washed ... Reactants: BrC=1C=C(C=NC1)C1=C2C(=NC(=C1C=NO)C)N(N=C2)CC (4-(5-bromo-3-pyridyl)-1-ethyl-6-methyl-1H-pyrazolo[3,4-b]pyridine-5-carbaldehyde oxime), C(C)(=O)OC(C)=O (acetic anhydride). Reaction conditions: temperature 150 celsius, time 2 hour. The solvent is O (water). The product is BrC=1C=C(C=NC1)C1=C2C(=NC(=C1C#N)C)N(N=C2)CC (4-(5-bromo-3-pyridyl)-1-ethyl-6-methyl-1H-pyrazolo[3,4-b]pyridine-5-carbonitrile). Reported procedure: A mixture of 4-(5-bromo-3-pyridyl)-1-ethyl-6-methyl-1H-pyrazolo[3,4-b]pyridine-5-carbaldehyde oxime (34 mg) and acetic anhydride (1 ml) was stirred at 90° C. for 2 hours and 150° C. for 2 hours. The reaction mixture was diluted with water and extracted with EtOAc. The organic layer was washed with water, brine, dried over anhydrous MgSO4 and concentrated in vacuo. The residue was purified by flash column chromatography on silica gel eluting with a mixture of EtOAc and n-hexane (1:2). The crystal... RXN SMILES: [Br:1][C:2]1[CH:3]=[C:4]([C:8]2[C:13]([CH:14]=[N:15]O)=[C:12]([CH3:17])[N:11]=[C:10]3[N:18]([CH2:21][CH3:22])[N:19]=[CH:20][C:9]=23)[CH:5]=[N:6][CH:7]=1.C(OC(=O)C)(=O)C>O>[Br:1][C:2]1[CH:3]=[C:4]([C:8]2[C:13]([C:14]#[N:15])=[C:12]([CH3:17])[N:11]=[C:10]3[N:18]([CH2:21][CH3:22])[N:19]=[CH:20][C:9]=23)[CH:5]=[N:6][CH:7]=1. The yield is 48.0%. Starting materials: COC(=O)C(C)Br, O=C([O-])[O-], CN(C)C=O, Cn1c(C(F)(F)F)cnc(-c2cc(O)c(Cl)cc2Cl)c1=O, [K+], [K+], O. The product is COC(=O)C(C)Oc1cc(-c2ncc(C(F)(F)F)n(C)c2=O)c(Cl)cc1Cl. As a reaction SMILES: [Br:28][CH:29]([C:30](=[O:31])[O:32][CH3:33])[CH3:34].[C:22](=[O:23])([O-:24])[O-:25].[CH3:36][N:37]([CH3:38])[CH:39]=[O:40].[Cl:1][c:2]1[c:3](-[c:10]2[c:11](=[O:21])[n:12]([CH3:20])[c:13]([C:16]([F:17])([F:18])[F:19])[cH:14][n:15]2)[cH:4][c:5]([OH:9])[c:6]([Cl:8])[cH:7]1.[K+:26].[K+:27].[OH2:35]>>[Cl:1][c:2]1[c:3](-[c:10]2[c:11](=[O:21])[n:12]([CH3:20])[c:13]([C:16]([F:17])([F:18])[F:19])[cH:14][n:15]2)[cH:4][c:5]([O:9][CH:29]([C:30](=[O:31])[O:32][CH3:33])[CH3:34])[c:6]([Cl:8])[cH:7]1.